Dataset: the Open Reaction Database (ORD), a public repository of structured organic reaction records. Task: describe an organic reaction: reactants, conditions, products, and yield Reactants: [H-].[Na+] (Sodium hydride), ClC1=C(C(=NC(=N1)C1=NC=CC=N1)NS(=O)(=O)CCCC(C)(C)C)OC1=C(C=CC=C1)OC (N-[6-chloro-5-(2-methoxyphenoxy)-2-(2-pyrimidinyl)-4-pyrimidinyl]-4,4-dimethyl-1-pentanesulfonamide), CO (methanol). Run at temperature 105 celsius, time 4 hour. Product: COC1=C(C(=NC(=N1)C1=NC=CC=N1)NS(=O)(=O)CCCC(C)(C)C)OC1=C(C=CC=C1)OC (N-[6-methoxy-5-(2-methoxyphenoxy)-2-(2-pyrimidinyl)-4-pyrimidinyl]-4,4-dimethyl-1-pentanesulfonamide). RXN SMILES: [H-].[Na+].Cl[C:4]1[N:9]=[C:8]([C:10]2[N:15]=[CH:14][CH:13]=[CH:12][N:11]=2)[N:7]=[C:6]([NH:16][S:17]([CH2:20][CH2:21][CH2:22][C:23]([CH3:26])([CH3:25])[CH3:24])(=[O:19])=[O:18])[C:5]=1[O:27][C:28]1[CH:33]=[CH:32][CH:31]=[CH:30][C:29]=1[O:34][CH3:35].[CH3:36][OH:37]>>[CH3:36][O:37][C:4]1[N:9]=[C:8]([C:10]2[N:15]=[CH:14][CH:13]=[CH:12][N:11]=2)[N:7]=[C:6]([NH:16][S:17]([CH2:20][CH2:21][CH2:22][C:23]([CH3:26])([CH3:25])[CH3:24])(=[O:19])=[O:18])[C:5]=1[O:27][C:28]1[CH:33]=[CH:32][CH:31]=[CH:30][C:29]=1[O:34][CH3:35] |f:0.1|. Procedure: Sodium hydride (60% oil dispersion 354 mg) was cautiously added to a suspension of N-[6-chloro-5-(2-methoxyphenoxy)-2-(2-pyrimidinyl)-4-pyrimidinyl]-4,4-dimethyl-1-pentanesulfonamide (580 mg) in dry methanol (5 ml) in a 10 mm Wheaton reacti-vial™ and the resulting mixture stirred at 105° C. for 4 hours. The reaction was then partitioned between ethyl acetate (20 ml) and 2N aqueous hydrochloric acid (10 ml) and the organic phase separated. The aqueous was extracted with ethyl acetate (20 ml ) and...